Dataset: the Open Reaction Database (ORD), a public repository of structured organic reaction records. Task: describe an organic reaction: reactants, conditions, products, and yield Starting materials: ClC=1C=CC(=C(CN2C=CC=C2)C1)F (1-(5-chloro-2-fluorobenzyl)pyrrole), CN1CCC(CC1)=O (1-methyl-4-piperidone), ice water, C(CCC)[Li] (n-butyllithium). Reported procedure: To a solution of 1-(5-chloro-2-fluorobenzyl)pyrrole of Example XVIIIa (15 g, 72 mmole) in 100 ml THF, cooled to -80° C., is added a solution of n-butyllithium (2.5 M in hexane 75 mmole, 30 ml) over a period of ten minutes. The mixture is stirred at -80° C. for one hour, then at -50° C. for 15 minutes. The mixture is again cooled to -80° C., then a solution of 1-methyl-4-piperidone (8.1 g, 72 mmole) in 50 ml THF is added. After stirring at ambient temperature for two hours, the mixture is poured ... Reaction SMILES: [Cl:1][C:2]1[CH:3]=[CH:4][C:5]([F:14])=[C:6]([CH:13]=1)[CH2:7][N:8]1[CH:12]=[CH:11][CH:10]=[CH:9]1.C([Li])CCC.[CH3:20][N:21]1[CH2:26][CH2:25][C:24](=[O:27])[CH2:23][CH2:22]1>C1COCC1>[Cl:1][C:2]1[CH:3]=[CH:4][C:5]([F:14])=[C:6]([CH:7]([N:8]2[CH:12]=[CH:11][CH:10]=[CH:9]2)[C:24]2([OH:27])[CH2:25][CH2:26][N:21]([CH3:20])[CH2:22][CH2:23]2)[CH:13]=1. Conditions: temperature -80 celsius, time 1 hour. Product: ClC=1C=CC(=C(C1)C(C1(CCN(CC1)C)O)N1C=CC=C1)F (4-[(5-chloro-2-fluorophenyl)-(1-pyrryl)methyl]-1-methyl-4-piperidinol). Solvent: C1CCOC1 (THF), C1CCOC1 (THF). The reactants are Clc1cc2c(nn1)CCCCCC2, NN, c1ccncc1. The product is NNc1cc2c(nn1)CCCCCC2. RXN SMILES: [Cl:1][c:2]1[cH:3][c:4]2[c:5]([n:6][n:7]1)[CH2:8][CH2:9][CH2:10][CH2:11][CH2:12][CH2:13]2.[NH2:14][NH2:15].[cH:16]1[cH:17][cH:18][n:19][cH:20][cH:21]1>>[c:2]1([NH:14][NH2:15])[cH:3][c:4]2[c:5]([n:6][n:7]1)[CH2:8][CH2:9][CH2:10][CH2:11][CH2:12][CH2:13]2.